The task is: describe an organic reaction: reactants, conditions, products, and yield. This data is from the Open Reaction Database (ORD), a public repository of structured organic reaction records. The reactants are CC(C)=O, CCN(C(C)C)C(C)C, C#CCCCCCCCC, [Cu]I, O=c1[nH]c(=O)n(C2CC(O)C(CO)O2)cc1I, [Pd], c1ccc(P(c2ccccc2)c2ccccc2)cc1, c1ccc(P(c2ccccc2)c2ccccc2)cc1, c1ccc(P(c2ccccc2)c2ccccc2)cc1, c1ccc(P(c2ccccc2)c2ccccc2)cc1. The product is CCCCCCCCC#Cc1cn(C2CC(O)C(CO)O2)c(=O)[nH]c1=O. RXN SMILES: [CH3:37][C:38]([CH3:39])=[O:40].[CH:18]([N:19]([CH:20]([CH3:21])[CH3:22])[CH2:23][CH3:24])([CH3:25])[CH3:26].[CH:27]#[C:28][CH2:29][CH2:30][CH2:31][CH2:32][CH2:33][CH2:34][CH2:35][CH3:36].[Cu:118][I:119].[I:1][c:2]1[c:3](=[O:17])[nH:4][c:5](=[O:16])[n:6]([CH:7]2[CH2:8][CH:9]([OH:10])[CH:11]([CH2:12][OH:13])[O:14]2)[cH:15]1.[Pd:41].[c:42]1([P:43]([c:44]2[cH:45][cH:46][cH:47][cH:48][cH:49]2)[c:50]2[cH:51][cH:52][cH:53][cH:54][cH:55]2)[cH:56][cH:57][cH:58][cH:59][cH:60]1.[c:61]1([P:62]([c:63]2[cH:64][cH:65][cH:66][cH:67][cH:68]2)[c:69]2[cH:70][cH:71][cH:72][cH:73][cH:74]2)[cH:75][cH:76][cH:77][cH:78][cH:79]1.[c:80]1([P:81]([c:82]2[cH:83][cH:84][cH:85][cH:86][cH:87]2)[c:88]2[cH:89][cH:90][cH:91][cH:92][cH:93]2)[cH:94][cH:95][cH:96][cH:97][cH:98]1.[c:99]1([P:100]([c:101]2[cH:102][cH:103][cH:104][cH:105][cH:106]2)[c:107]2[cH:108][cH:109][cH:110][cH:111][cH:112]2)[cH:113][cH:114][cH:115][cH:116][cH:117]1>>[c:2]1([C:27]#[C:28][CH2:29][CH2:30][CH2:31][CH2:32][CH2:33][CH2:34][CH2:35][CH3:36])[c:3](=[O:17])[nH:4][c:5](=[O:16])[n:6]([CH:7]2[CH2:8][CH:9]([OH:10])[CH:11]([CH2:12][OH:13])[O:14]2)[cH:15]1.